This data is from the Open Reaction Database (ORD), a public repository of structured organic reaction records. The task is: describe an organic reaction: reactants, conditions, products, and yield Reactants: ClC1=CC=C(C=C1)N1N=C2C=CC=CC2=C1C(CO)C1CCCCC1 (2-[2-(4-chloro-phenyl)-2H-indazol-3-yl]-2-cyclohexyl-ethanol), COC(C1=CC(=C(C(=C1)C)O)C)=O (4-hydroxy-3,5-dimethyl-benzoic acid methyl ester), N(=NC(=O)OC(C)(C)C)C(=O)OC(C)(C)C (di-tert-butyl azodicarboxylate), C1(=CC=CC=C1)P(C1=CC=CC=C1)C1=CC=CC=C1 (tri-phenylphosphine). Solvent: C1CCOC1 (THF). Run at temperature 0 celsius, time 14 hour. Product: COC(C1=CC(=C(C(=C1)C)OCC(C1CCCCC1)C=1N(N=C2C=CC=CC12)C1=CC=C(C=C1)Cl)C)=O ([rac]-4-{2-[2-(4-Chloro-phenyl)-2H-indazol-3-yl]-2-cyclohexyl-ethoxy}-3,5-dimethyl-benzoic acid methyl ester). The yield is 27.0%. As a reaction SMILES: [Cl:1][C:2]1[CH:7]=[CH:6][C:5]([N:8]2[C:16]([CH:17]([CH:20]3[CH2:25][CH2:24][CH2:23][CH2:22][CH2:21]3)[CH2:18][OH:19])=[C:15]3[C:10]([CH:11]=[CH:12][CH:13]=[CH:14]3)=[N:9]2)=[CH:4][CH:3]=1.[CH3:26][O:27][C:28](=[O:38])[C:29]1[CH:34]=[C:33]([CH3:35])[C:32](O)=[C:31]([CH3:37])[CH:30]=1.C1(P(C2C=CC=CC=2)C2C=CC=CC=2)C=CC=CC=1.N(C(OC(C)(C)C)=O)=NC(OC(C)(C)C)=O>C1COCC1>[CH3:26][O:27][C:28](=[O:38])[C:29]1[CH:30]=[C:31]([CH3:37])[C:32]([O:19][CH2:18][CH:17]([C:16]2[N:8]([C:5]3[CH:6]=[CH:7][C:2]([Cl:1])=[CH:3][CH:4]=3)[N:9]=[C:10]3[C:15]=2[CH:14]=[CH:13][CH:12]=[CH:11]3)[CH:20]2[CH2:25][CH2:24][CH2:23][CH2:22][CH2:21]2)=[C:33]([CH3:35])[CH:34]=1. Procedure details: To a solution of 2-[2-(4-chloro-phenyl)-2H-indazol-3-yl]-2-cyclohexyl-ethanol (20 mg, 56 umol) in THF (1 ml) was added 4-hydroxy-3,5-dimethyl-benzoic acid methyl ester (11 mg, 62 umol; CAS Reg. No. 34137-14-9) and tri-phenylphosphine (18 mg, 68 umol) at ambient temperature under an argon atmosphere. The mixture was cooled to 0° C., di-tert-butyl azodicarboxylate (16 mg, 68 umol) was added and the suspension was stirred for 14 h at ambient temperature. The solvent was removed under reduced pressu... Starting materials: C(Cl)Cl (CH2Cl2), FC1=C(C=CC(=C1)S(=O)(=O)C)C1=NC2=C(N1)C=CC(=C2)B2OC(C(O2)(C)C)(C)C (2-[2-fluoro-4-(methylsulfonyl)phenyl]-5-(4,4,5,5-tetramethyl-1,3,2-dioxa borolan-2-yl)-1H-benzo[d]imidazole), FC(S(=O)(=O)OC1=CCN(CC1)C(=O)OC(C)(C)C)(F)F (tert-butyl 4-(trifluoromethylsulfonyloxy)-5,6-dihydropyridine-1(2H)-carboxylate), C([O-])([O-])=O.[Na+].[Na+] (sodium carbonate). The solvent is CN(C)C=O (DMF), O (water), CCOC(=O)C.O (AcOEt H2O). Reaction conditions: temperature 80 celsius, time 90 minute. Product: FC1=C(C=CC(=C1)S(=O)(=O)C)C1=NC2=C(N1)C=CC(=C2)C2=CCN(CC2)C(=O)OC(C)(C)C (Tert-butyl 4-{2-[2-fluoro-4-(methylsulfonyl)phenyl]-1H-benzo[d]imidazol-5-yl}-5,6-dihydropyridine-1(2H)-carboxylate). Yield: 24.0%. RXN SMILES: [F:1][C:2]1[CH:7]=[C:6]([S:8]([CH3:11])(=[O:10])=[O:9])[CH:5]=[CH:4][C:3]=1[C:12]1[NH:16][C:15]2[CH:17]=[CH:18][C:19](B3OC(C)(C)C(C)(C)O3)=[CH:20][C:14]=2[N:13]=1.FC(F)(F)S(O[C:36]1[CH2:41][CH2:40][N:39]([C:42]([O:44][C:45]([CH3:48])([CH3:47])[CH3:46])=[O:43])[CH2:38][CH:37]=1)(=O)=O.C(=O)([O-])[O-].[Na+].[Na+].C(Cl)Cl>CN(C=O)C.O.CCOC(C)=O.O>[F:1][C:2]1[CH:7]=[C:6]([S:8]([CH3:11])(=[O:9])=[O:10])[CH:5]=[CH:4][C:3]=1[C:12]1[NH:16][C:15]2[CH:17]=[CH:18][C:19]([C:36]3[CH2:41][CH2:40][N:39]([C:42]([O:44][C:45]([CH3:48])([CH3:47])[CH3:46])=[O:43])[CH2:38][CH:37]=3)=[CH:20][C:14]=2[N:13]=1 |f:2.3.4,8.9|. Reported procedure: 2-[2-fluoro-4-(methylsulfonyl)phenyl]-5-(4,4,5,5-tetramethyl-1,3,2-dioxa borolan-2-yl)-1H-benzo[d]imidazole (880 mg, 2.12 mmol), tert-butyl 4-(trifluoromethylsulfonyloxy)-5,6-dihydropyridine-1(2H)-carboxylate (700 mg, 2.12 mmol) and sodium carbonate (1.13 g, 11.48 mmol) were dissolved in DMF (20 ml) under N2 atmosphere. This mixture was degassed with nitrogen for 30 mins and added Pd(dppf)2Cl2.CH2Cl2 (138 mg, 0.17 mmol). This mixture stirred at 80° C. for 90 mins in microwave. Reaction mixture d... Starting materials: tert-butyl ester, C(N)(=O)[C@@H](CC(NC1C2=CC=CC=C2C=2C(=CC=CC12)C1=NC2=C(C=NC=C2)N1)=O)NC(O)=O ({(R)-1-carbamoyl-2-[4-(3H-imidazo[4,5-c]pyridin-2-yl)-9H-fluoren-9(R,S)-ylcarbamoyl]-ethyl}-carbamoic acid), solution, Cl (hydrochloric acid). The solvent is O1CCOCC1 (dioxan), O1CCOCC1 (dioxan). Conditions: time 5 hour. The product is N[C@@H](C(=O)N)CC(=O)NC1C2=CC=CC=C2C=2C(=CC=CC12)C1=NC2=C(C=NC=C2)N1 ((R)-2-amino-N4-[4-(3H-imidazo[4,5-c]pyridin-2-yl)-9H-fluoren-9(R,S)-yl]-succinamide). RXN SMILES: [C:1]([C@H:4]([NH:31]C(=O)O)[CH2:5][C:6](=[O:30])[NH:7][CH:8]1[C:20]2[CH:19]=[CH:18][CH:17]=[C:16]([C:21]3[NH:29][C:24]4[CH:25]=[N:26][CH:27]=[CH:28][C:23]=4[N:22]=3)[C:15]=2[C:14]2[C:9]1=[CH:10][CH:11]=[CH:12][CH:13]=2)(=[O:3])[NH2:2].Cl>O1CCOCC1>[NH2:31][C@H:4]([CH2:5][C:6]([NH:7][CH:8]1[C:20]2[CH:19]=[CH:18][CH:17]=[C:16]([C:21]3[NH:29][C:24]4[CH:25]=[N:26][CH:27]=[CH:28][C:23]=4[N:22]=3)[C:15]=2[C:14]2[C:9]1=[CH:10][CH:11]=[CH:12][CH:13]=2)=[O:30])[C:1]([NH2:2])=[O:3]. Procedure: Dissolve 144 mg of tert-butyl ester of {(R)-1-carbamoyl-2-[4-(3H-imidazo[4,5-c]pyridin-2-yl)-9H-fluoren-9(R,S)-ylcarbamoyl]-ethyl}-carbamoic acid, obtained in Example 59, in 5 ml of dioxan and add 1 ml of a 4M solution of hydrochloric acid in dioxan. After stirring for 5 hours at room temperature, dry the solid that formed. After washing successively with a saturated aqueous solution of sodium hydrogen carbonate, then with dichloromethane, we obtain 145 mg of (R)-2-amino-N4-[4-(3H-imidazo[4,5-c]... Starting materials: N[C@@H](CCO)C1=CC=CC=C1 ((S)-3-amino-3-phenylpropan-1-ol), BrC=1C=C(C=CC1)C1(S(N=C(OC1(C)C)OCC)(=O)=O)F (5-(3-bromophenyl)-2-ethoxy-5-fluoro-6,6-dimethyl-5,6-dihydro-1,4,3-oxathiazine 4,4-dioxide). Solvent: ClCCl (dichloromethane). Run at time 18 hour. The product is BrC=1C=C(C=CC1)C1(S(N=C(OC1(C)C)N[C@@H](CCO)C1=CC=CC=C1)(=O)=O)F ((S)-3-[5-(3-Bromophenyl)-5-fluoro-6,6-dimethyl-4,4-dioxo-5,6-dihydro-4H-4lambda6-[1,4,3]oxathiazin-2-ylamino]-3-phenylpropan-1-ol). Yield: 24.4%. Reaction SMILES: [NH2:1][C@H:2]([C:6]1[CH:11]=[CH:10][CH:9]=[CH:8][CH:7]=1)[CH2:3][CH2:4][OH:5].[Br:12][C:13]1[CH:14]=[C:15]([C:19]2([F:32])[C:24]([CH3:26])([CH3:25])[O:23][C:22](OCC)=[N:21][S:20]2(=[O:31])=[O:30])[CH:16]=[CH:17][CH:18]=1>ClCCl>[Br:12][C:13]1[CH:14]=[C:15]([C:19]2([F:32])[C:24]([CH3:25])([CH3:26])[O:23][C:22]([NH:1][C@H:2]([C:6]3[CH:11]=[CH:10][CH:9]=[CH:8][CH:7]=3)[CH2:3][CH2:4][OH:5])=[N:21][S:20]2(=[O:31])=[O:30])[CH:16]=[CH:17][CH:18]=1. Procedure: In a round-bottom flask, 42 mg of 5-(3-bromophenyl)-2-ethoxy-5-fluoro-6,6-dimethyl-5,6-dihydro-1,4,3-oxathiazine 4,4-dioxide was dissolved under inert gas in 0.2 ml of dichloromethane and admixed with 20 mg of (S)-3-amino-3-phenylpropan-1-ol. After stirring at room temperature for 18 hours, the conversion was checked by LCMS. Since only traces of the product had formed, the reaction mixture was stirred at 100° C. for a further 4.5 hours. After the removal of the solvent under reduced pressure, t... Starting materials: CN, CCO, O=[N+]([O-])c1ccc(Cl)nc1Cl, [Na+], [Na+], O=C([O-])[O-]. Product: CNc1nc(Cl)ccc1[N+](=O)[O-]. As a reaction SMILES: [CH3:1][NH2:2].[CH3:20][CH2:21][OH:22].[Cl:3][c:4]1[n:5][c:6]([Cl:13])[cH:7][cH:8][c:9]1[N+:10](=[O:11])[O-:12].[Na+:14].[Na+:15].[O-:16][C:17](=[O:18])[O-:19]>>[CH3:1][NH:2][c:4]1[n:5][c:6]([Cl:13])[cH:7][cH:8][c:9]1[N+:10](=[O:11])[O-:12]. Starting materials: O.NN (hydrazine monohydrate), COC(C1=NC(=CC=C1Cl)OC1=CC(=CC=C1)C(F)(F)F)=O (3-chloro-6- [3-(trifluoromethyl)phenoxy]-2-picolinic acid methyl ester), resultant mixture. The solvent is CO (methanol). Product: ClC=1C(=NC(=CC1)OC1=CC(=CC=C1)C(F)(F)F)C(=O)NN (3-chloro-6-[3-(trifluoromethyl)phenoxy]-picolinic acid hydrazide). RXN SMILES: C[O:2][C:3](=O)[C:4]1[C:9]([Cl:10])=[CH:8][CH:7]=[C:6]([O:11][C:12]2[CH:17]=[CH:16][CH:15]=[C:14]([C:18]([F:21])([F:20])[F:19])[CH:13]=2)[N:5]=1.O.[NH2:24][NH2:25]>CO>[Cl:10][C:9]1[C:4]([C:3]([NH:24][NH2:25])=[O:2])=[N:5][C:6]([O:11][C:12]2[CH:17]=[CH:16][CH:15]=[C:14]([C:18]([F:21])([F:20])[F:19])[CH:13]=2)=[CH:7][CH:8]=1 |f:1.2|. Procedure: 3-chloro-6- [3-(trifluoromethyl)phenoxy]-2-picolinic acid methyl ester (0.72 g, 0.00217 mol) was dissolved in methanol (10 ml), and then mixed with hydrazine monohydrate (1.087 g, 0.00217×10 mol). The resultant mixture was refluxed for about 3 hours. The obtained reaction solution was concentrated, and the obtained residues were distributed in ethyl acetate-saturated sodium bicarbonate water. The organic phase separated from the solution was washed with water and then dried with anhydrous sodium... The reactants are N1C(CNCC1)C(=O)OCC (ethyl 2-piperazinecarboxylate), ClC=1C=C(C=C(C1)Cl)N=C=O (3,5-dichlorophenyl isocyanate). The solvent is C(Cl)(Cl)Cl (chloroform). Conditions: time 8 hour. Yields the product ClC=1C=C(NC(=O)N2CC(NCC2)C(=O)OCC)C=C(C1)Cl (ethyl 4-[(3,5-dichloroanilino)carbonyl]-2-piperazinecarboxylate). The yield is 26.9%. Reaction SMILES: [NH:1]1[CH2:6][CH2:5][NH:4][CH2:3][CH:2]1[C:7]([O:9][CH2:10][CH3:11])=[O:8].[Cl:12][C:13]1[CH:14]=[C:15]([N:20]=[C:21]=[O:22])[CH:16]=[C:17]([Cl:19])[CH:18]=1>C(Cl)(Cl)Cl>[Cl:12][C:13]1[CH:14]=[C:15]([CH:16]=[C:17]([Cl:19])[CH:18]=1)[NH:20][C:21]([N:4]1[CH2:5][CH2:6][NH:1][CH:2]([C:7]([O:9][CH2:10][CH3:11])=[O:8])[CH2:3]1)=[O:22]. Procedure details: To a solution of ethyl 2-piperazinecarboxylate (0.9 g, 5.7 mmol) in chloroform (11 mL) was added 3,5-dichlorophenyl isocyanate (1.05 g, 5.7 mmol). The reaction was stirred overnight after which time a precipitate had formed. The reaction was concentrated and the solid was chromatographed on silica gel using ethyl acetate as eluant to provide 0.53 g (27%) of ethyl 4-[(3,5-dichloroanilino)carbonyl]-2-piperazinecarboxylate as an off white powder. Electrospray Mass Spec 346.1 (M+H)+. Reactants: [Br-], C1CCOC1, C[Mg+], CCOC(=O)C(=O)c1ccccn1. Yields the product CCOC(=O)C(O)c1ccccn1. As a reaction SMILES: [Br-:14].[CH2:17]1[O:18][CH2:19][CH2:20][CH2:21]1.[CH3:15][Mg+:16].[O:1]=[C:2]([C:3](=[O:4])[O:5][CH2:6][CH3:7])[c:8]1[n:9][cH:10][cH:11][cH:12][cH:13]1>>[OH:1][CH:2]([C:3](=[O:4])[O:5][CH2:6][CH3:7])[c:8]1[n:9][cH:10][cH:11][cH:12][cH:13]1. Run in CN(C=O)C (N,N-dimethylformamide). Procedure: Methyl 3-(3-trifluoromethylsulfonylaminophenyl)-benzoate (1.7 g) was added to the mixture of guanidine hydrochloride (2.26 g) and 28% methanolic sodium methoxide (4.1 ml) in N,N-dimethylformamide (17 ml) and the reaction mixture was stirred for 6 hours at ambient temperature. After evaporating the solvent, the residue was poured into the mixture of ethyl acetate (50 ml) and water (50 ml). The mixture was adjusted to pH 6.2 with 10% hydrochloric acid. The crystalline product was collected by filt... Conditions: time 6 hour. Reaction SMILES: [F:1][C:2]([F:24])([F:23])[S:3]([NH:6][C:7]1[CH:8]=[C:9]([C:13]2[CH:14]=[C:15]([CH:20]=[CH:21][CH:22]=2)[C:16](OC)=[O:17])[CH:10]=[CH:11][CH:12]=1)(=[O:5])=[O:4].Cl.[NH2:26][C:27]([NH2:29])=[NH:28].C[O-].[Na+]>CN(C)C=O>[F:1][C:2]([F:24])([F:23])[S:3]([NH:6][C:7]1[CH:8]=[C:9]([C:13]2[CH:14]=[C:15]([CH:20]=[CH:21][CH:22]=2)[C:16]([N:26]=[C:27]([NH2:29])[NH2:28])=[O:17])[CH:10]=[CH:11][CH:12]=1)(=[O:5])=[O:4] |f:1.2,3.4|. Starting materials: FC(S(=O)(=O)NC=1C=C(C=CC1)C=1C=C(C(=O)OC)C=CC1)(F)F (Methyl 3-(3-trifluoromethylsulfonylaminophenyl)-benzoate), Cl.NC(=N)N (guanidine hydrochloride), C[O-].[Na+] (sodium methoxide). Yields the product FC(S(=O)(=O)NC=1C=C(C=CC1)C=1C=C(C(=O)N=C(N)N)C=CC1)(F)F (2-[3-(3-trifluoromethylsulfonylaminophenyl) benzoyl]guanidine). Isolated yield 15.3%. The reactants are CC1(OC(=CC1=O)C1=CC=C(C=C1)S(=O)C)C (2,2-dimethyl-5-{4-(methylsulfinyl)phenyl}-3(2H)-furanone), FC(C(=O)OI(OC(C(F)(F)F)=O)C1=CC=CC=C1)(F)F ([bis(trifluoroacetoxy)iodo]benzene), II (iodine). The solvent is C(Cl)(Cl)(Cl)Cl (carbon tetrachloride), C(Cl)(Cl)Cl (chloroform). Reaction conditions: time 4 hour. Yields the product CC1(OC(=C(C1=O)I)C1=CC=C(C=C1)S(=O)C)C (2,2-dimethyl-4-iodo-5-{4-(methylsulfinyl)phenyl}-3(2H)-furanone). Yield: 99.9%. As a reaction SMILES: [CH3:1][C:2]1([CH3:17])[C:6](=[O:7])[CH:5]=[C:4]([C:8]2[CH:13]=[CH:12][C:11]([S:14]([CH3:16])=[O:15])=[CH:10][CH:9]=2)[O:3]1.FC(F)(F)C(O[I:23](C1C=CC=CC=1)OC(=O)C(F)(F)F)=O.II>C(Cl)(Cl)(Cl)Cl.C(Cl)(Cl)Cl>[CH3:1][C:2]1([CH3:17])[C:6](=[O:7])[C:5]([I:23])=[C:4]([C:8]2[CH:13]=[CH:12][C:11]([S:14]([CH3:16])=[O:15])=[CH:10][CH:9]=2)[O:3]1. Reported procedure: To a stirred solution of 6 g of 2,2-dimethyl-5-{4-(methylsulfinyl)phenyl}-3(2H)-furanone in 200 ml carbon tetrachloride and 100 ml chloroform, were added 5.15 g of [bis(trifluoroacetoxy)iodo]benzene (BTI) and 6.5 g of iodine. The reaction solution was stirred at room temperature. After 4 hours, the reaction was quenched by adding saturated aqueous sodium thiosulfate until the characteristic color of iodine disappeared. The quenched solution was extracted with water and dichloromethane (100 ml×3)...